Dataset: the Open Reaction Database (ORD), a public repository of structured organic reaction records. Task: describe an organic reaction: reactants, conditions, products, and yield Reactants: BrC1=CC(=C(C=C1)C(C(C(F)(F)F)(O)C=1C=CC(N(C1)CC)=O)C)Cl (5-[2-(4-bromo-2-chloro-phenyl)-1-hydroxy-1-trifluoromethyl-propyl]-1-ethyl-1H-pyridin-2-one), FC1=C(C=C(C=C1)B(O)O)C(=O)OCC (4-fluoro-3-ethoxycarbonylphenylboronic acid). Yields the product C(C)OC(=O)C=1C=C(C=CC1F)C1=CC(=C(C=C1)C(C(C(F)(F)F)(O)C1=CN(C(C=C1)=O)CC)C)Cl (3′-Chloro-4′-[2-(1-ethyl-6-oxo-1,6-dihydro-pyridin-3-yl)-3,3,3-trifluoro-2-hydroxy-1-methyl-propyl]-4-fluoro-biphenyl-3-carboxylic acid ethyl ester). RXN SMILES: Br[C:2]1[CH:7]=[CH:6][C:5]([CH:8]([CH3:24])[C:9]([C:15]2[CH:16]=[CH:17][C:18](=[O:23])[N:19]([CH2:21][CH3:22])[CH:20]=2)([OH:14])[C:10]([F:13])([F:12])[F:11])=[C:4]([Cl:25])[CH:3]=1.[F:26][C:27]1[CH:32]=[CH:31][C:30](B(O)O)=[CH:29][C:28]=1[C:36]([O:38][CH2:39][CH3:40])=[O:37]>>[CH2:39]([O:38][C:36]([C:28]1[CH:29]=[C:30]([C:2]2[CH:7]=[CH:6][C:5]([CH:8]([CH3:24])[C:9]([C:15]3[CH:16]=[CH:17][C:18](=[O:23])[N:19]([CH2:21][CH3:22])[CH:20]=3)([OH:14])[C:10]([F:13])([F:12])[F:11])=[C:4]([Cl:25])[CH:3]=2)[CH:31]=[CH:32][C:27]=1[F:26])=[O:37])[CH3:40]. Procedure: In analogy to Example 150, step 2, 5-[2-(4-bromo-2-chloro-phenyl)-1-hydroxy-1-trifluoromethyl-propyl]-1-ethyl-1H-pyridin-2-one was reacted with 4-fluoro-3-ethoxycarbonylphenylboronic acid to give the title compound as a colorless foam. MS (m/e)=526.3 [M+H+]. Starting materials: C=C(C)OC(C)=O, CCC(=O)C(C)C=O, O=S(=O)(O)O. Product: CCC(=O)C(C)=COC(C)=O. RXN SMILES: [C:9]([CH3:10])(=[O:11])[O:12][C:13]([CH3:14])=[CH2:15].[CH:1](=[O:2])[CH:3]([CH3:4])[C:5]([CH2:6][CH3:7])=[O:8].[S:16](=[O:17])(=[O:18])([OH:19])[OH:20]>>[CH:1]([O:2][C:9]([CH3:10])=[O:11])=[C:3]([CH3:4])[C:5]([CH2:6][CH3:7])=[O:8]. Procedure details: Prepared from rac-2-chloro-N-[2-(4-methoxy-2,3-dihydro-benzofuran-3-ylamino)-4H-benzo[d][1,3]oxazin-6-yl]-acetamide (Example 8) (50 mg, 0.129 mmol) and morpholine (225 ul, 2.578 mmol) according to the procedure described for Example 3 step B (here the reaction was sonicated for 2 min, which already lead to complete conversion). Obtained the title compound as a white solid (20 mg, 35%), MS (ISP) m/e=439.3 [(M+H)+]. RXN SMILES: Cl[CH2:2][C:3]([NH:5][C:6]1[CH:27]=[CH:26][C:9]2[N:10]=[C:11]([NH:14][CH:15]3[C:19]4[C:20]([O:24][CH3:25])=[CH:21][CH:22]=[CH:23][C:18]=4[O:17][CH2:16]3)[O:12][CH2:13][C:8]=2[CH:7]=1)=[O:4].[NH:28]1[CH2:33][CH2:32][O:31][CH2:30][CH2:29]1>>[CH3:25][O:24][C:20]1[C:19]2[CH:15]([NH:14][C:11]3[O:12][CH2:13][C:8]4[CH:7]=[C:6]([NH:5][C:3](=[O:4])[CH2:2][N:28]5[CH2:33][CH2:32][O:31][CH2:30][CH2:29]5)[CH:27]=[CH:26][C:9]=4[N:10]=3)[CH2:16][O:17][C:18]=2[CH:23]=[CH:22][CH:21]=1. The product is COC1=CC=CC2=C1C(CO2)NC=2OCC1=C(N2)C=CC(=C1)NC(CN1CCOCC1)=O (rac-N-[2-(4-Methoxy-2,3-dihydro-benzofuran-3-ylamino)-4H-benzo[d][1,3]oxazin-6-yl]-2-morpholin-4-yl-acetamide). Starting materials: ClCC(=O)NC1=CC2=C(N=C(OC2)NC2COC3=C2C(=CC=C3)OC)C=C1 (rac-2-Chloro-N-[2-(4-methoxy-2,3-dihydro-benzofuran-3-ylamino)-4H-benzo[d][1,3]oxazin-6-yl]-acetamide), N1CCOCC1 (morpholine). The yield is 35.4%. Reactants: C1=CC2=C(C=C1C=O)OCO2 (piperonal), CN(CCCN)C (3-dimethylaminopropylamine). Solvent: C1=CC=CC=C1 (benzene). The product is CN(CCCN=CC1=CC2=C(C=C1)OCO2)C (N,N-Dimethyl-N'-(3,4-methylenedioxybenzylidene)-1,3-propanediamine). Yield: 75.2%. As a reaction SMILES: [CH:1]1[C:6]([CH:7]=O)=[CH:5][C:4]2[O:9][CH2:10][O:11][C:3]=2[CH:2]=1.[CH3:12][N:13]([CH3:18])[CH2:14][CH2:15][CH2:16][NH2:17]>C1C=CC=CC=1>[CH3:12][N:13]([CH3:18])[CH2:14][CH2:15][CH2:16][N:17]=[CH:7][C:6]1[CH:1]=[CH:2][C:3]2[O:11][CH2:10][O:9][C:4]=2[CH:5]=1. Reported procedure: Interaction of 50 g of piperonal and 34 g of 3-dimethylaminopropylamine in 240 ml. of benzene following the procedure described in Example 1 yields 58.6 g of the product as an oil, boiling point 131°-136° C. at 0.2-0.3 mm. of Hg. As a reaction SMILES: [CH2:28]([SiH:29]([CH2:30][CH3:31])[CH2:32][CH3:33])[CH3:34].[Cl:1][c:2]1[cH:3][c:4]2[c:9]([cH:10][c:11]1[CH:12]([c:13]1[s:14][cH:15][cH:16][cH:17]1)[OH:18])[O:8][CH:7]([C:19]([F:20])([F:21])[F:22])[C:6]([C:23](=[O:24])[O:25][CH2:26][CH3:27])=[CH:5]2.[Cl:47][CH2:48][Cl:49].[F:35][C:36]([F:37])([F:38])[C:39]([OH:40])=[O:41].[Na+:46].[O-:42][C:43]([OH:44])=[O:45].[OH2:50]>>[Cl:1][c:2]1[cH:3][c:4]2[c:9]([cH:10][c:11]1[CH2:12][c:13]1[s:14][cH:15][cH:16][cH:17]1)[O:8][CH:7]([C:19]([F:20])([F:21])[F:22])[C:6]([C:23](=[O:24])[O:25][CH2:26][CH3:27])=[CH:5]2. Yields the product CCOC(=O)C1=Cc2cc(Cl)c(Cc3cccs3)cc2OC1C(F)(F)F. The reactants are CC[SiH](CC)CC, CCOC(=O)C1=Cc2cc(Cl)c(C(O)c3cccs3)cc2OC1C(F)(F)F, ClCCl, O=C(O)C(F)(F)F, [Na+], O=C([O-])O, O. Starting materials: CCc1cc(CO[Si](C)(C)C(C)(C)C)cc(N)n1, C1CCOC1, N#Cc1cnc(Cl)s1, [H-], [Na+], O. Yields the product CCc1cc(CO[Si](C)(C)C(C)(C)C)cc(Nc2ncc(C#N)s2)n1. RXN SMILES: [C:1]([CH3:2])([CH3:3])([CH3:4])[Si:5]([O:6][CH2:7][c:8]1[cH:9][c:10]([NH2:16])[n:11][c:12]([CH2:14][CH3:15])[cH:13]1)([CH3:17])[CH3:18].[CH2:30]1[O:31][CH2:32][CH2:33][CH2:34]1.[Cl:19][c:20]1[s:21][c:22]([C:25]#[N:26])[cH:23][n:24]1.[H-:27].[Na+:28].[OH2:29]>>[C:1]([CH3:2])([CH3:3])([CH3:4])[Si:5]([O:6][CH2:7][c:8]1[cH:9][c:10]([NH:16][c:20]2[s:21][c:22]([C:25]#[N:26])[cH:23][n:24]2)[n:11][c:12]([CH2:14][CH3:15])[cH:13]1)([CH3:17])[CH3:18].